This data is from the Open Reaction Database (ORD), a public repository of structured organic reaction records. The task is: describe an organic reaction: reactants, conditions, products, and yield Starting materials: CC#N, [K+], [K+], N#Cc1ccc(Cl)c([N+](=O)[O-])c1, NCCCCO, O=C([O-])[O-]. Yields the product N#Cc1ccc(NCCCCO)c([N+](=O)[O-])c1. RXN SMILES: [CH3:25][C:26]#[N:27].[K+:19].[K+:20].[N+:1](=[O:2])([O-:3])[c:4]1[cH:5][c:6]([C:7]#[N:8])[cH:9][cH:10][c:11]1[Cl:12].[NH2:13][CH2:14][CH2:15][CH2:16][CH2:17][OH:18].[O-:21][C:22]([O-:23])=[O:24]>>[N+:1](=[O:2])([O-:3])[c:4]1[cH:5][c:6]([C:7]#[N:8])[cH:9][cH:10][c:11]1[NH:13][CH2:14][CH2:15][CH2:16][CH2:17][OH:18]. The reactants are CCOC(=O)c1c(C=C2CC2)c2ccccc2n1Cc1cccc(C(F)(F)F)c1, CCO, [H][H]. The product is CCOC(=O)c1c(CC2CC2)c2ccccc2n1Cc1cccc(C(F)(F)F)c1. Reaction SMILES: [C:1]1(=[CH:4][c:5]2[c:6]([C:25](=[O:26])[O:27][CH2:28][CH3:29])[n:7]([CH2:14][c:15]3[cH:16][c:17]([C:21]([F:22])([F:23])[F:24])[cH:18][cH:19][cH:20]3)[c:8]3[cH:9][cH:10][cH:11][cH:12][c:13]23)[CH2:2][CH2:3]1.[CH3:32][CH2:33][OH:34].[H:30][H:31]>>[CH:1]1([CH2:4][c:5]2[c:6]([C:25](=[O:26])[O:27][CH2:28][CH3:29])[n:7]([CH2:14][c:15]3[cH:16][c:17]([C:21]([F:22])([F:23])[F:24])[cH:18][cH:19][cH:20]3)[c:8]3[cH:9][cH:10][cH:11][cH:12][c:13]23)[CH2:2][CH2:3]1.